The task is: describe an organic reaction: reactants, conditions, products, and yield. This data is from the Open Reaction Database (ORD), a public repository of structured organic reaction records. Run in ClCCl (dichloromethane), ClCCl (dichloromethane). Reported procedure: (S)-(+)-1-Benzyl-3-aminopyrrolidine (6 g, 34 mmol) was dissolved in dichloromethane (12 ml). To this solution, a solution of bromoacetyl chloride (5.46 g, 34 mmol) in dichloromethane (5 ml) was added at room temperature. The mixture was stirred at room temperature for 16 hours. The mixture was filtered, washed with dichloromethane and dried in vacuo to afford 7.3 g (64%) of (3S)-N-(1-benzylpyrrolidin-3-yl)-2-bromoacetamide hydrochloride as a solid which was used directly in the next step. 4-Hydr... Yield: 64.4%. Product: Cl.C(C1=CC=CC=C1)N1C[C@H](CC1)NC(CBr)=O ((3S)-N-(1-benzylpyrrolidin-3-yl)-2-bromoacetamide hydrochloride). Starting materials: C(C1=CC=CC=C1)N1C[C@H](CC1)N ((S)-(+)-1-Benzyl-3-aminopyrrolidine), BrCC(=O)Cl (bromoacetyl chloride). Reaction SMILES: [CH2:1]([N:8]1[CH2:12][CH2:11][C@H:10]([NH2:13])[CH2:9]1)[C:2]1[CH:7]=[CH:6][CH:5]=[CH:4][CH:3]=1.[Br:14][CH2:15][C:16]([Cl:18])=[O:17]>ClCCl>[ClH:18].[CH2:1]([N:8]1[CH2:12][CH2:11][C@H:10]([NH:13][C:16](=[O:17])[CH2:15][Br:14])[CH2:9]1)[C:2]1[CH:3]=[CH:4][CH:5]=[CH:6][CH:7]=1 |f:3.4|. Reaction conditions: time 16 hour. Reactants: BrC=1C(=NC=C(C(=O)NC2=CC=C(C=C2)OC(F)(F)F)C1)N1C[C@H](CCC1)O ((S)-5-bromo-6-(3-hydroxypiperidin-1-yl)-N-(4-(trifluoromethoxy)phenyl)nicotinamide), N1=CN=CC(=C1)B(O)O (pyrimidin-5-ylboronic acid). Product: O[C@@H]1CN(CCC1)C1=NC=C(C(=O)NC2=CC=C(C=C2)OC(F)(F)F)C=C1C=1C=NC=NC1 ((S)-6-(3-Hydroxypiperidin-1-yl)-5-(pyrimidin-5-yl)-N-(4-(trifluoromethoxy)phenyl)nicotinamide). As a reaction SMILES: Br[C:2]1[C:3]([N:22]2[CH2:27][CH2:26][CH2:25][C@H:24]([OH:28])[CH2:23]2)=[N:4][CH:5]=[C:6]([CH:21]=1)[C:7]([NH:9][C:10]1[CH:15]=[CH:14][C:13]([O:16][C:17]([F:20])([F:19])[F:18])=[CH:12][CH:11]=1)=[O:8].[N:29]1[CH:34]=[C:33](B(O)O)[CH:32]=[N:31][CH:30]=1>>[OH:28][C@H:24]1[CH2:25][CH2:26][CH2:27][N:22]([C:3]2[C:2]([C:33]3[CH:34]=[N:29][CH:30]=[N:31][CH:32]=3)=[CH:21][C:6]([C:7]([NH:9][C:10]3[CH:15]=[CH:14][C:13]([O:16][C:17]([F:20])([F:19])[F:18])=[CH:12][CH:11]=3)=[O:8])=[CH:5][N:4]=2)[CH2:23]1. Procedure details: The title compound was prepared in an analogous fashion to that described in Example 118 using (S)-5-bromo-6-(3-hydroxypiperidin-1-yl)-N-(4-(trifluoromethoxy)phenyl)nicotinamide (Stage 124.1) and pyrimidin-5-ylboronic acid to afford a white solid. UPLC-MS (condition 1) tR=2.22 min, m/z=460.0 [M+H]+, m/z=458.1 [M−H]−; 1H-NMR (400 MHz, DMSO-d6) δ ppm 1.21-1.39 (m, 2H) 1.56-1.65 (m, 1H) 1.77-1.86 (m, 1H) 2.63 (dd, J=11.86, 8.19 Hz, 1H) 2.75-2.84 (m, 1H) 3.35-3.39 (m, 1H) 3.43-3.49 (m, 1H) 3.49-3.55... The reactants are O=C([O-])[O-], COc1c(OC(C)=O)cc(C)c(OC(C)=O)c1OC, CO, Cl, [K+], [K+]. Product: COc1c(O)cc(C)c(OC(C)=O)c1OC. Reaction SMILES: [C:1](=[O:2])([O-:3])[O-:4].[C:7]([CH3:8])(=[O:9])[O:10][c:11]1[c:12]([CH3:25])[cH:13][c:14]([O:21][C:22](=[O:23])[CH3:24])[c:15]([O:19][CH3:20])[c:16]1[O:17][CH3:18].[CH3:27][OH:28].[ClH:26].[K+:5].[K+:6]>>[C:7]([CH3:8])(=[O:9])[O:10][c:11]1[c:12]([CH3:25])[cH:13][c:14]([OH:21])[c:15]([O:19][CH3:20])[c:16]1[O:17][CH3:18]. Starting materials: BrC=1C(=NC=C(C1)C#N)NC(C(F)(F)F)=O (N-(3-Bromo-5-cyano-2-pyridinyl)-2,2,2-trifluoroacetamide), BrC=1C(=NC=C(C1)C#N)NC(C(F)(F)F)=O (N-(3-Bromo-5-cyano-2-pyridinyl)-2,2,2-trifluoroacetamide), C(CC(=O)C)(=O)OC(C)(C)C (tert-butyl acetoacetate), N1[C@H](C(=O)O)CCC1 (L-proline), C([O-])([O-])=O.[Cs+].[Cs+] (cesium carbonate). The solvent is C(C)(=O)OCC (ethyl acetate), CS(=O)C (DMSO). The reagents and catalysts are [Cu]I (copper(I) iodide). Run at temperature 80 celsius. The product is C(#N)C=1C=C2C(=NC1)NC(=C2C(=O)OC(C)(C)C)C(F)(F)F (1,1-dimethylethyl 5-cyano-2-(trifluoromethyl)-1H-pyrrolo[2,3-b]pyridine-3-carboxylate). As a reaction SMILES: Br[C:2]1[C:3]([NH:10][C:11](=O)[C:12]([F:15])([F:14])[F:13])=[N:4][CH:5]=[C:6]([C:8]#[N:9])[CH:7]=1.[C:17]([O:23][C:24]([CH3:27])([CH3:26])[CH3:25])(=[O:22])[CH2:18]C(C)=O.N1CCC[C@H]1C(O)=O.C(=O)([O-])[O-].[Cs+].[Cs+]>CS(C)=O.C(OCC)(=O)C.[Cu]I>[C:8]([C:6]1[CH:7]=[C:2]2[C:18]([C:17]([O:23][C:24]([CH3:27])([CH3:26])[CH3:25])=[O:22])=[C:11]([C:12]([F:15])([F:14])[F:13])[NH:10][C:3]2=[N:4][CH:5]=1)#[N:9] |f:3.4.5|. Procedure details: N-(3-Bromo-5-cyano-2-pyridinyl)-2,2,2-trifluoroacetamide (Intermediate 1, 9.53 g, 32.4 mmol), tert-butyl acetoacetate (10.59 mL, 64.8 mmol), copper(I) iodide (0.617 g, 3.24 mmol), L-proline (0.746 g, 6.48 mmol) and cesium carbonate (42.2 g, 130 mmol) were added together in DMSO (65 mL) and the resulting mixture was heated at 80° C. for 18 hours. The reaction mixture was allowed to cool to room temperature, diluted with ethyl acetate and washed with water and saturated ammonium chloride solution.... Isolated yield 27.5%. Reactants: FC1=CC(=C2CC(C(C2=C1)=O)=NO)C (6-fluoro-2-(hydroxyimino)-4-methyl-2,3-dihydro-1H-inden-1-one), P(Cl)(Cl)(Cl)(Cl)Cl (PCl5). Solvent: C(Cl)(Cl)(Cl)Cl (CCl4). Run at time 16 hour. The product is ClC=1NC(C2=CC(=CC(=C2C1)C)F)=O (3-chloro-7-fluoro-5-methylisoquinolin-1(2H)-one). Isolated yield 63.1%. Reaction SMILES: [F:1][C:2]1[CH:10]=[C:9]2[C:5]([CH2:6][C:7](=[N:12]O)[C:8]2=[O:11])=[C:4]([CH3:14])[CH:3]=1.P(Cl)(Cl)(Cl)(Cl)[Cl:16]>C(Cl)(Cl)(Cl)Cl>[Cl:16][C:7]1[NH:12][C:8](=[O:11])[C:9]2[C:5]([CH:6]=1)=[C:4]([CH3:14])[CH:3]=[C:2]([F:1])[CH:10]=2. Reported procedure: To a solution of 6-fluoro-2-(hydroxyimino)-4-methyl-2,3-dihydro-1H-inden-1-one (800 mg, 4.12 mmol) in anhydrous CCl4 (100 mL) was added PCl5 (1.28 g, 6.18 mmol) and stirred at RT for 16 h. The reaction mixture was concentrated in vacuo and the residue dissolved in anhydrous 1,4-dioxane (100 mL), cooled 0° C., the solution was saturated with HCl gas and allowed to stir RT for 16 h. The reaction mixture was heated at 60° C. for 2 h, cooled to RT and diluted with EtOAc (50 mL), washed with water (2... Starting materials: ClC1=C(C=C2CC(C(C2=C1Cl)=O)(CCC)CC=C(C)Cl)C(C(=O)O)CC(=O)O ([6,7-Dichloro-2-(3-chloro-2-butenyl)-2,3-dihydro-1-oxo-2-propyl-1H-inden-5-yl]succinic acid), ice water, Cl (hydrochloric acid). Reagents/catalysts: [Cu] (copper). Solvent: N1=CC=CC2=CC=CC=C12 (quinoline). Reaction conditions: time 0.5 hour. The product is ClC1=C(C=C2CC(C(C2=C1Cl)=O)(CCC)CC=C(C)Cl)CCC(=O)O (3-[6,7-Dichloro-2-(3-chloro-2-butenyl)-2,3-dihydro-1-oxo-2-propyl-1H-inden-5-yl]propionic acid). The yield is 98.3%. RXN SMILES: [Cl:1][C:2]1[C:10]([Cl:11])=[C:9]2[C:5]([CH2:6][C:7]([CH2:16][CH:17]=[C:18]([Cl:20])[CH3:19])([CH2:13][CH2:14][CH3:15])[C:8]2=[O:12])=[CH:4][C:3]=1[CH:21]([CH2:25][C:26]([OH:28])=[O:27])C(O)=O.Cl>[Cu].N1C2C(=CC=CC=2)C=CC=1>[Cl:1][C:2]1[C:10]([Cl:11])=[C:9]2[C:5]([CH2:6][C:7]([CH2:16][CH:17]=[C:18]([Cl:20])[CH3:19])([CH2:13][CH2:14][CH3:15])[C:8]2=[O:12])=[CH:4][C:3]=1[CH2:21][CH2:25][C:26]([OH:28])=[O:27]. Reported procedure: [6,7-Dichloro-2-(3-chloro-2-butenyl)-2,3-dihydro-1-oxo-2-propyl-1H-inden-5-yl]succinic acid (7.9 g, 0.01764 mole) was combined with quinoline (70 ml) and copper powder (2.9 g), stirred under N2 at 130°-135° C. (internal) in an oil bath for 1/2 hour. The mixture was poured into ice water, acidified with hydrochloric acid and extracted with methylene chloride. The organic extracts were washed with dilute HCl, H2O, dried over MgSO4 and concentrated under vacuum. The residue was chromatographed on s...